describe an organic reaction: reactants, conditions, products, and yield From a dataset of the Open Reaction Database (ORD), a public repository of structured organic reaction records. The reactants are C1CC(=O)N(C1=O)Br (NBS), CC(C(=O)N1[C@H](CCC1)C(=O)O)=C ((2R)-1-(2-methylacryloyl)pyrrolidine-2-carboxylic acid). Run in CN(C)C=O (DMF), CN(C)C=O (DMF). Conditions: time 20 hour. Product: BrC[C@]1(C(N2[C@@H](C(O1)=O)CCC2)=O)C ((3R,8aR)-3-Bromomethyl-3-methyltetrahydropyrrolo[2,1-c][1,4]oxazine-1,4-dione). RXN SMILES: C1C(=O)N([Br:8])C(=O)C1.[CH3:9][C:10](=[CH2:21])[C:11]([N:13]1[CH2:17][CH2:16][CH2:15][C@@H:14]1[C:18]([OH:20])=[O:19])=[O:12]>CN(C=O)C>[Br:8][CH2:21][C@:10]1([CH3:9])[O:19][C:18](=[O:20])[C@H:14]2[CH2:15][CH2:16][CH2:17][N:13]2[C:11]1=[O:12]. Procedure: NBS (16 g, 89.9 mmol) was dissolved in DMF (50 ml) and added at room temperature to a solution of (2R)-1-(2-methylacryloyl)pyrrolidine-2-carboxylic acid (11.5 g, contains 8.0 g of the corresponding starting material, 43.4 mmol) in DMF (50 ml). The mixture was stirred for 20 h and evaporated at 80-90° C. The residue was mixed with water (250 ml) and extracted with ethyl acetate (4×80 ml). The combined ethyl acetate phases were washed with 1 M NaHCO3 solution (2×50 ml) and water (1×50 ml). The org... Reactants: C(C)(C)(C)OC(CCNC(C(F)(F)F)C1=CC2=CC=C(C=C2C=C1)OC1CCC(CC1)C(C)(C)C)=O (3-{1-[6-(4-tert-Butyl-cyclohexyloxy)-naphthalen-2-yl]-2,2,2-trifluoro-ethylamino}-propionic acid tert-butyl ester), O1CCOCC1 (1,4-Dioxane). The solvent is Cl (Hydrogen chloride). Conditions: time 2.5 hour. Yields the product COC(CCNC(C(F)(F)F)C1=CC2=CC=C(C=C2C=C1)OC1CCC(CC1)C(C)(C)C)=O (3-{1-[6-(4-tert-Butyl-cyclohexyloxy)-naphthalen-2-yl]-2,2,2-trifluoro-ethylamino}-propionic acid methyl ester). RXN SMILES: [C:1]([O:5][C:6](=[O:36])[CH2:7][CH2:8][NH:9][CH:10]([C:15]1[CH:24]=[CH:23][C:22]2[C:17](=[CH:18][CH:19]=[C:20]([O:25][CH:26]3[CH2:31][CH2:30][CH:29]([C:32]([CH3:35])([CH3:34])[CH3:33])[CH2:28][CH2:27]3)[CH:21]=2)[CH:16]=1)[C:11]([F:14])([F:13])[F:12])(C)(C)C.O1CCOCC1>Cl>[CH3:1][O:5][C:6](=[O:36])[CH2:7][CH2:8][NH:9][CH:10]([C:15]1[CH:24]=[CH:23][C:22]2[C:17](=[CH:18][CH:19]=[C:20]([O:25][CH:26]3[CH2:27][CH2:28][CH:29]([C:32]([CH3:34])([CH3:33])[CH3:35])[CH2:30][CH2:31]3)[CH:21]=2)[CH:16]=1)[C:11]([F:14])([F:13])[F:12]. Procedure: 3-{1-[6-(4-tert-Butyl-cyclohexyloxy)-naphthalen-2-yl]-2,2,2-trifluoro-ethylamino}-propionic acid tert-butyl ester (0.174 g, 0.343 mmol) was dissolved in 4 M of Hydrogen chloride in 1,4-Dioxane (3 mL, 10 mmol) and stirred at RT for 2.5 hrs. ALL solvent is removed after purification of the previous step. Reaction was then concentrated to dryness under reduced pressure to give the title compound which was taken directly to the next step.